Dataset: the Open Reaction Database (ORD), a public repository of structured organic reaction records. Task: describe an organic reaction: reactants, conditions, products, and yield Starting materials: C1CCOC1, CCc1ccc(C=Cc2n[nH]c3cc(Nc4ccccc4C(=O)OC)ccc23)nc1, CO, [Cl-], [NH4+], [Na+], [OH-], O. Product: CCc1ccc(C=Cc2n[nH]c3cc(Nc4ccccc4C(=O)O)ccc23)nc1. As a reaction SMILES: [CH2:37]1[O:38][CH2:39][CH2:40][CH2:41]1.[CH3:1][O:2][C:3]([c:4]1[c:5]([NH:10][c:11]2[cH:12][cH:13][c:14]3[c:15]([CH:20]=[CH:21][c:22]4[n:23][cH:24][c:25]([CH2:28][CH3:29])[cH:26][cH:27]4)[n:16][nH:17][c:18]3[cH:19]2)[cH:6][cH:7][cH:8][cH:9]1)=[O:30].[CH3:35][OH:36].[Cl-:33].[NH4+:34].[Na+:32].[OH-:31].[OH2:42]>>[O:2]=[C:3]([c:4]1[c:5]([NH:10][c:11]2[cH:12][cH:13][c:14]3[c:15]([CH:20]=[CH:21][c:22]4[n:23][cH:24][c:25]([CH2:28][CH3:29])[cH:26][cH:27]4)[n:16][nH:17][c:18]3[cH:19]2)[cH:6][cH:7][cH:8][cH:9]1)[OH:30]. The product is COC(C1=C(C=CC(=C1)NC(=O)C=1C(=NC(=CC1)C(F)(F)F)C)Cl)=O (2-chloro-5-[(2-methyl-6-trifluoromethyl-pyridine-3-carbonyl)-amino]-benzoic acid methyl ester). As a reaction SMILES: [CH3:1][C:2]1[N:10]=[C:9]([C:11]([F:14])([F:13])[F:12])[CH:8]=[CH:7][C:3]=1[C:4]([OH:6])=O.Cl.CN(C)CCCN=C=NCC.ON1C2N=CC=CC=2N=N1.[NH2:37][C:38]1[CH:39]=[CH:40][C:41]([Cl:48])=[C:42]([CH:47]=1)[C:43]([O:45][CH3:46])=[O:44]>CN(C)C=O.O>[CH3:46][O:45][C:43](=[O:44])[C:42]1[CH:47]=[C:38]([NH:37][C:4]([C:3]2[C:2]([CH3:1])=[N:10][C:9]([C:11]([F:14])([F:13])[F:12])=[CH:8][CH:7]=2)=[O:6])[CH:39]=[CH:40][C:41]=1[Cl:48] |f:1.2|. Reported procedure: To a solution of 2-methyl-6-trifluoromethylnicotinic acid (4.77 g; 23 mmol) in dimethyl formamide (100 ml) was added 1-(3-dimethylaminopropyl)-3-ethylcarbodiimide hydrochloride (4.46 g; 23 mmol) and 1-hydroxy-7-azabenzotriazole (3.17 g; 23 mmol) and the resulting solution was stirred at room temperature for 30 minutes. To this was added a solution of methyl 5-amino-2-chlorobenzoate (3.6 g; 19 mmol) in dimethyl formamide (25 ml) and the resulting solution stirred at room temperature for 18 hours.... Solvent: CN(C=O)C (dimethyl formamide), CN(C=O)C (dimethyl formamide), O (Water). Starting materials: NC=1C=CC(=C(C(=O)OC)C1)Cl (methyl 5-amino-2-chlorobenzoate), CC1=C(C(=O)O)C=CC(=N1)C(F)(F)F (2-methyl-6-trifluoromethylnicotinic acid), Cl.CN(CCCN=C=NCC)C (1-(3-dimethylaminopropyl)-3-ethylcarbodiimide hydrochloride), ON1N=NC2=C1N=CC=C2 (1-hydroxy-7-azabenzotriazole). The yield is 93.2%. Reaction conditions: time 30 minute. Reactants: O=C([O-])[O-], C[Si](C)(C)CCCCl, [K+], [K+], CN(C)C=O, COc1cc(C=O)ccc1O, O. The product is COc1cc(C=O)ccc1OCCC[Si](C)(C)C. As a reaction SMILES: [C:20](=[O:21])([O-:22])[O-:23].[Cl:1][CH2:2][CH2:3][CH2:4][Si:5]([CH3:6])([CH3:7])[CH3:8].[K+:24].[K+:25].[O:27]=[CH:28][N:29]([CH3:30])[CH3:31].[O:9]=[CH:10][c:11]1[cH:12][c:13]([O:14][CH3:15])[c:16]([OH:17])[cH:18][cH:19]1.[OH2:26]>>[CH2:2]([CH2:3][CH2:4][Si:5]([CH3:6])([CH3:7])[CH3:8])[O:17][c:16]1[c:13]([O:14][CH3:15])[cH:12][c:11]([CH:10]=[O:9])[cH:19][cH:18]1. Reactants: ClCCC(=O)NC1=CC=2C(C3=CC(=CC=C3NC2C=C1)NC(CCCl)=O)=O (2,7-Bis(3-chloropropionamido)-9(10H)-acridone), CC1NCCCC1 (2-methylpiperidine). Yields the product CC1N(CCCC1)CCC(=O)NC1=CC=2C(C3=CC(=CC=C3NC2C=C1)NC(CCN1C(CCCC1)C)=O)=O (2,7-Bis[3-(2-methylpiperidino)propionamido]-9(10H)-acridone). As a reaction SMILES: Cl[CH2:2][CH2:3][C:4]([NH:6][C:7]1[CH:20]=[CH:19][C:18]2[NH:17][C:16]3[C:11](=[CH:12][C:13]([NH:21][C:22](=[O:26])[CH2:23][CH2:24]Cl)=[CH:14][CH:15]=3)[C:10](=[O:27])[C:9]=2[CH:8]=1)=[O:5].[CH3:28][CH:29]1[CH2:34][CH2:33][CH2:32][CH2:31][NH:30]1>>[CH3:28][CH:29]1[CH2:34][CH2:33][CH2:32][CH2:31][N:30]1[CH2:2][CH2:3][C:4]([NH:6][C:7]1[CH:20]=[CH:19][C:18]2[NH:17][C:16]3[C:11](=[CH:12][C:13]([NH:21][C:22](=[O:26])[CH2:23][CH2:24][N:17]4[CH2:18][CH2:9][CH2:10][CH2:11][CH:16]4[CH3:15])=[CH:14][CH:15]=3)[C:10](=[O:27])[C:9]=2[CH:8]=1)=[O:5]. Procedure: Chloroamide 13 (1.0 g, 2.5 mmol) was treated with 2-methylpiperidine (5 mL) according to the general aminolysis procedure to give the desired product JM-ACO-06 (916 mg, 69%) as a pale yellow/green solid. Reactants: acid chloride, C1(=CC=C(C=C1)S(=O)(=O)O)C.CN([C@H]1[C@@H](CCCC1)N(C(C1=CC=C(C=C1)S(=O)(=O)C)=O)C)C (trans-N-[2-(Dimethylamino)cyclohexyl]-N-methyl p-(methanesulfonyl)benzamide p-toluenesulfonate), ClC=1C=C(C(=O)Cl)C=CC1Cl (3,4-dichlorobenzoyl chloride), trans-2-[N-(2-furylmethyl)methyl)methylamino, C1(CCCCC1)N (cyclohexylamine). Yields the product ClC=1C=C(C(=O)N[C@H]2[C@@H](CCCC2)N(C)CC=2OC=CC2)C=CC1Cl (trans-3,4-dichloro-N-[2-[(2-furylmethyl)methylamino]cyclohexyl]benzamide). Yield: 50.0%. As a reaction SMILES: C1(N)CCCCC1.C1(C)C=CC(S(O)(=O)=[O:15])=CC=1.C[N:20](C)[C@@H:21]1[CH2:26][CH2:25][CH2:24][CH2:23][C@H:22]1[N:27]([CH3:40])[C:28](=O)[C:29]1C=C[C:32](S(C)(=O)=O)=[CH:31][CH:30]=1.[Cl:42][C:43]1[CH:44]=[C:45]([CH:49]=[CH:50][C:51]=1[Cl:52])[C:46](Cl)=[O:47]>>[Cl:42][C:43]1[CH:44]=[C:45]([CH:49]=[CH:50][C:51]=1[Cl:52])[C:46]([NH:20][C@@H:21]1[CH2:26][CH2:25][CH2:24][CH2:23][C@H:22]1[N:27]([CH2:28][C:29]1[O:15][CH:32]=[CH:31][CH:30]=1)[CH3:40])=[O:47] |f:1.2|. Procedure details: This titled benzamide was prepared according to the general acid chloride method described above on a 0.01 mol scale by reacting the trans-2-[N-(2-furylmethyl)methyl)methylamino]cyclohexylamine, prepared as described in part (a) above with 3,4-dichlorobenzoyl chloride. The reaction product mixture was extracted with methylene dichloride to extract the benzamide product therefrom. The crude product was chromatographed on 380 g. of silica gel using a 1 percent methanol-in-chloroform eluant. Fracti...